Dataset: the Open Reaction Database (ORD), a public repository of structured organic reaction records. Task: describe an organic reaction: reactants, conditions, products, and yield Starting materials: ClC1=C(C(=CC=C1)F)NC=1NC2=C(N1)C=C(C1=C2CC(O1)(C)C)C(=O)OC (methyl 2-[(2-chloro-6-fluorophenyl)amino]-7,7-dimethyl-7,8-dihydro-1H-furo[3,2-e]benzimidazole-5-carboxylate), FC1=C(N)C=C(C(=C1)F)F (2,4,5-trifluoroaniline), C[Al](C)C (trimethyl aluminium). Solvent: C1(=CC=CC=C1)C (toluene). The product is ClC1=C(C(=CC=C1)F)NC1=NC2=C(N1)C=1CC(OC1C(=C2)C(=O)NC2=C(C=C(C(=C2)F)F)F)(C)C (2-((2-Chloro-6-fluorophenyl)amino)-7,7-dimethyl-N-(2,4,5-trifluorophenyl)-7,8-dihydro-1H-benzofuro[4,5-d]imidazole-5-carboxamide). Yield: 38.7%. Reaction SMILES: [Cl:1][C:2]1[CH:7]=[CH:6][CH:5]=[C:4]([F:8])[C:3]=1[NH:9][C:10]1[NH:11][C:12]2[C:18]3[CH2:19][C:20]([CH3:23])([CH3:22])[O:21][C:17]=3[C:16]([C:24]([O:26]C)=O)=[CH:15][C:13]=2[N:14]=1.[F:28][C:29]1[CH:35]=[C:34]([F:36])[C:33]([F:37])=[CH:32][C:30]=1[NH2:31].C[Al](C)C>C1(C)C=CC=CC=1>[Cl:1][C:2]1[CH:7]=[CH:6][CH:5]=[C:4]([F:8])[C:3]=1[NH:9][C:10]1[NH:11][C:12]2[C:18]3[CH2:19][C:20]([CH3:23])([CH3:22])[O:21][C:17]=3[C:16]([C:24]([NH:31][C:30]3[CH:32]=[C:33]([F:37])[C:34]([F:36])=[CH:35][C:29]=3[F:28])=[O:26])=[CH:15][C:13]=2[N:14]=1. Procedure details: The title compound was prepared following the procedure described for Example-137 by using methyl 2-[(2-chloro-6-fluorophenyl)amino]-7,7-dimethyl-7,8-dihydro-1H-furo[3,2-e]benzimidazole-5-carboxylate (Step-1 of Intermediate-15, 0.100 g, 0.256 mmol), 2,4,5-trifluoroaniline (0.056 g, 0.383 mmol), trimethyl aluminium (2M solution in toluene) (0.5 mL), dry toluene (5.0 mL) to afford 0.050 g of the desired product. 1HNMR (DMSO-d6): δ 1.55 (s, 6H), 3.15 (s, 2H), 7.34 (m, 2H), 7.41 (m, 1H), 7.51 (br s,... Reactants: C(C)(=O)C1=CC=C(OCCCC(=O)O)C=C1 (4-(p-Acetylphenoxy)butyric acid), [N+](=[N-])=C (diazomethane), CCOCC (ether), [N+](=[N-])=C (diazomethane), C(C)(=O)O (acetic acid). Run in C(C)(=O)OCC (ethyl acetate). Product: C(C)(=O)C1=CC=C(OCCCC(=O)OC)C=C1 (methyl 4-(p-acetylphenoxy)butyrate). Reaction SMILES: [C:1]([C:4]1[CH:16]=[CH:15][C:7]([O:8][CH2:9][CH2:10][CH2:11][C:12]([OH:14])=[O:13])=[CH:6][CH:5]=1)(=[O:3])[CH3:2].[CH3:17]COCC.[N+](=C)=[N-].C(O)(=O)C>C(OCC)(=O)C>[C:1]([C:4]1[CH:16]=[CH:15][C:7]([O:8][CH2:9][CH2:10][CH2:11][C:12]([O:14][CH3:17])=[O:13])=[CH:6][CH:5]=1)(=[O:3])[CH3:2]. Procedure: 4-(p-Acetylphenoxy)butyric acid (4.1 g.) was suspended in ethyl acetate (80 ml.), and to the suspension was added dropwise an ether solution of diazomethane with stirring under ice-cooling until a color of the diazomethane was appeared. After the stirring was continued at the same temperature for additional half an hour, a small amount of acetic acid was added to the reaction mixture, and then the solution was stirred for a while. This solution was evaporated to dryness under reduced pressure an... Starting materials: ClC1=CC=C(C=C1)C(C=1C=C2C(=CC(=NC2=CC1)O)NC1CCNCC1)C1=CC=C(C=C1)Cl (6-[bis(4-chlorophenyl)methyl]-4-[(piperidin-4-yl)amino]quinolin-2-ol), ClCCl (dichloromethane), ClS(=O)(=O)C1=CC=C(S1)C(=O)OC (methyl 5-(chlorosulfonyl)thiophene-2-carboxylate). Run in C(C)N(CC)CC (triethylamine). Conditions: temperature 25 celsius, time 1 hour. Product: ClC1=CC=C(C=C1)C(C=1C=C2C(=CC(=NC2=CC1)O)NC1CCN(CC1)S(=O)(=O)C1=CC=C(S1)C(=O)OC)C1=CC=C(C=C1)Cl (methyl 5-[4-([6-[bis(4-chlorophenyl)methyl]-2-hydroxyquinolin-4-yl]amino)piperidine-1-sulfonyl]thiophene-2-carboxylate). RXN SMILES: [Cl:1][C:2]1[CH:7]=[CH:6][C:5]([CH:8]([C:27]2[CH:32]=[CH:31][C:30]([Cl:33])=[CH:29][CH:28]=2)[C:9]2[CH:10]=[C:11]3[C:16](=[CH:17][CH:18]=2)[N:15]=[C:14]([OH:19])[CH:13]=[C:12]3[NH:20][CH:21]2[CH2:26][CH2:25][NH:24][CH2:23][CH2:22]2)=[CH:4][CH:3]=1.ClCCl.Cl[S:38]([C:41]1[S:45][C:44]([C:46]([O:48][CH3:49])=[O:47])=[CH:43][CH:42]=1)(=[O:40])=[O:39]>C(N(CC)CC)C>[Cl:33][C:30]1[CH:29]=[CH:28][C:27]([CH:8]([C:5]2[CH:4]=[CH:3][C:2]([Cl:1])=[CH:7][CH:6]=2)[C:9]2[CH:10]=[C:11]3[C:16](=[CH:17][CH:18]=2)[N:15]=[C:14]([OH:19])[CH:13]=[C:12]3[NH:20][CH:21]2[CH2:22][CH2:23][N:24]([S:38]([C:41]3[S:45][C:44]([C:46]([O:48][CH3:49])=[O:47])=[CH:43][CH:42]=3)(=[O:39])=[O:40])[CH2:25][CH2:26]2)=[CH:32][CH:31]=1. Reported procedure: Into a 50-mL round-bottom flask, was placed 6-[bis(4-chlorophenyl)methyl]-4-[(piperidin-4-yl)amino]quinolin-2-ol (150 mg, 0.31 mmol, 1.00 equip), dichloromethane (20 mL), triethylamine (0.5 mL), and methyl 5-(chlorosulfonyl)thiophene-2-carboxylate (76 mg, 0.32 mmol, 1.00 equip). The resulting solution was stirred for 1 h at 25° C. The resulting mixture was concentrated under vacuum. The residue was applied onto a silica gel column with dichloromethane/methanol (20:1) to yield methyl 5-[4-([6-[bi... The reactants are C1CCOC1, COc1ccc(C(=O)Nc2cc(-c3ccc[nH]3)ccc2[N+](=O)[O-])cc1, CC(=O)[O-], CCOC(C)=O, CO, [NH4+], O, O, O, Cl[Sn]Cl. The product is COc1ccc(C(=O)Nc2cc(-c3ccc[nH]3)ccc2N)cc1. RXN SMILES: [CH2:26]1[O:27][CH2:28][CH2:29][CH2:30]1.[CH3:1][O:2][c:3]1[cH:4][cH:5][c:6]([C:7](=[O:8])[NH:9][c:10]2[c:11]([N+:21]([O-:22])=[O:23])[cH:12][cH:13][c:14](-[c:16]3[nH:17][cH:18][cH:19][cH:20]3)[cH:15]2)[cH:24][cH:25]1.[CH3:37][C:38](=[O:39])[O-:40].[CH3:41][CH2:42][O:43][C:44]([CH3:45])=[O:46].[CH3:48][OH:49].[NH4+:36].[OH2:31].[OH2:32].[OH2:47].[Sn:33]([Cl:34])[Cl:35]>>[CH3:1][O:2][c:3]1[cH:4][cH:5][c:6]([C:7](=[O:8])[NH:9][c:10]2[c:11]([NH2:21])[cH:12][cH:13][c:14](-[c:16]3[nH:17][cH:18][cH:19][cH:20]3)[cH:15]2)[cH:24][cH:25]1. Starting materials: FC1=CC=C(C=C1)C1=C(N(C(C2=CC=CC=C12)=O)C(C)C)CO (4-(4-fluorophenyl)-3-hydroxymethyl-2-isopropyl-1-oxo-1,2-dihydroisoquinoline), P(Br)(Br)Br (phosphorus tribromide). Solvent: C(C)OCC (diethyl ether), C(C)OCC (diethyl ether). Yields the product BrCC=1N(C(C2=CC=CC=C2C1C1=CC=C(C=C1)F)=O)C(C)C (3-bromomethyl-4-(4-fluorophenyl)-2-isopropyl-1-oxo-1,2-dihydroisoquinoline), solid. RXN SMILES: [F:1][C:2]1[CH:7]=[CH:6][C:5]([C:8]2[C:17]3[C:12](=[CH:13][CH:14]=[CH:15][CH:16]=3)[C:11](=[O:18])[N:10]([CH:19]([CH3:21])[CH3:20])[C:9]=2[CH2:22]O)=[CH:4][CH:3]=1.P(Br)(Br)[Br:25]>C(OCC)C>[Br:25][CH2:22][C:9]1[N:10]([CH:19]([CH3:21])[CH3:20])[C:11](=[O:18])[C:12]2[C:17]([C:8]=1[C:5]1[CH:6]=[CH:7][C:2]([F:1])=[CH:3][CH:4]=1)=[CH:16][CH:15]=[CH:14][CH:13]=2. Reported procedure: A solution of 4-(4-fluorophenyl)-3-hydroxymethyl-2-isopropyl-1-oxo-1,2-dihydroisoquinoline [5.0 g; prepared as described in Reference Example 2(e)] in diethyl ether (200 ml) was treated with phosphorus tribromide (2.0 ml). The resulting mixture was stirred and heated at reflux for 90 minutes, and then cooled and diluted with diethyl ether (200 ml). The solution was washed with water (3×50 ml), dried over magnesium sulphate, and evaporated to dryness, to give 3-bromomethyl-4-(4-fluorophenyl)-2-is...